Dataset: the Open Reaction Database (ORD), a public repository of structured organic reaction records. Task: describe an organic reaction: reactants, conditions, products, and yield Starting materials: BrC=1SC=CC1 (2-bromothiophene), [Mg] (magnesium), BrC1=C(SC(=C1)Br)C (3,5-dibromo-2-methylthiophene). Reagents/catalysts: C1=CC=C(C=C1)P([C-]2C=CC=C2)C3=CC=CC=C3.C1=CC=C(C=C1)P([C-]2C=CC=C2)C3=CC=CC=C3.Cl[Pd]Cl.[Fe+2] (Pd(dppf)Cl2). The solvent is CCOCC (Et2O), CCOCC (Et2O). Reaction conditions: time 1 hour. The product is BrC=1C=C(SC1C)C=1SC=CC1 (4-bromo-5-methyl-[2,2′]bithienyl). The yield is 74.1%. RXN SMILES: Br[C:2]1[S:3][CH:4]=[CH:5][CH:6]=1.[Mg].[Br:8][C:9]1[CH:13]=[C:12](Br)[S:11][C:10]=1[CH3:15]>CCOCC.C1C=CC(P(C2C=CC=CC=2)[C-]2C=CC=C2)=CC=1.C1C=CC(P(C2C=CC=CC=2)[C-]2C=CC=C2)=CC=1.Cl[Pd]Cl.[Fe+2]>[Br:8][C:9]1[CH:13]=[C:12]([C:2]2[S:3][CH:4]=[CH:5][CH:6]=2)[S:11][C:10]=1[CH3:15] |f:4.5.6.7|. Procedure details: A solution of 2-bromothiophene (1.44 g, 8.8 mmol) in anhydrous Et2O (25 mL) was treated with magnesium turnings (0.257 g, 10.6 mmol) and heated at reflux for 45 min under a nitrogen atmosphere. The heat source was removed and the reaction mixture was allowed to cool to room temperature when it was added to a cooled (0° C.) solution of 3,5-dibromo-2-methylthiophene (2.0 g, 8.8 mmol), Pd(dppf)Cl2 (13 mg, 0.018 mmol) and anhydrous Et2O (10 mL) dropwise via a canula. The reaction was stirred at this...